Dataset: the Open Reaction Database (ORD), a public repository of structured organic reaction records. Task: describe an organic reaction: reactants, conditions, products, and yield Reactants: CN(C(=O)N1CCC(=CC1)C1=CC2=C(N=CN=C2C2=C(C(=CC(=C2)F)N)C)N1)C (4-[4-(3-Amino-5-fluoro-2-methyl-phenyl)-7H-pyrrolo[2,3-d]pyrimidin-6-yl]-3,6-dihydro-2H-pyridine-1-carboxylic acid dimethylamide), C(C)(C)(C)C1=CC=C(C(=O)NC2=C(C(=CC(=C2)F)B2OC(C(O2)(C)C)(C)C)C)C=C1 (4-tert-Butyl-N-[5-fluoro-2-methyl-3-(4,4,5,5-tetramethyl-[1,3,2]dioxaborolan-2-yl)-phenyl]-benzamide), ClC=1C2=C(N=CN1)NC(=C2)C=2CCOCC2 (4-Chloro-6-(3,6-dihydro-2H-pyran-4-yl)-7H-pyrrolo[2,3-d]pyrimidine), CN(C(=O)N1CCC(=CC1)C1=CC2=C(N=CN=C2C2=C(C(=CC=C2)N2C(C3=CC=C(C=C3CC2)C(C)(C)O)=O)CO)N1)C (4-(4-{2-Hydroxymethyl-3-[6-(1-hydroxy-1-methyl-ethyl)-1-oxo-3,4-dihydro-1H-isoquinolin-2-yl]-phenyl}-7H-pyrrolo[2,3-d]pyrimidin-6-yl)-3,6-dihydro-2H-pyridine-1-carboxylic acid dimethylamide). The product is C(C)(C)(C)C1=CC=C(C(=O)NC2=C(C(=CC(=C2)F)C=2C3=C(N=CN2)NC(=C3)C=3CCOCC3)C)C=C1 (4-tert-Butyl-N-{3-[6-(3,6-dihydro-2H-pyran-4-yl)-7H-pyrrolo[2,3-d]pyrimidin-4-yl]-5-fluoro-2-methyl-phenyl}-benzamide). RXN SMILES: CN(C)C(N1CC=C(C2NC3N=CN=C(C4C=C(F)C=C(N)C=4C)C=3C=2)CC1)=O.Cl[C:31]1[C:32]2[CH:39]=[C:38]([C:40]3[CH2:41][CH2:42][O:43][CH2:44][CH:45]=3)[NH:37][C:33]=2[N:34]=[CH:35][N:36]=1.CN(C)C(N1CC=C(C2NC3N=CN=C(C4C=CC=C(N5CCC6C(=CC=C(C(O)(C)C)C=6)C5=O)C=4CO)C=3C=2)CC1)=O.[C:89]([C:93]1[CH:118]=[CH:117][C:96]([C:97]([NH:99][C:100]2[CH:105]=[C:104]([F:106])[CH:103]=[C:102](B3OC(C)(C)C(C)(C)O3)[C:101]=2[CH3:116])=[O:98])=[CH:95][CH:94]=1)([CH3:92])([CH3:91])[CH3:90]>>[C:89]([C:93]1[CH:118]=[CH:117][C:96]([C:97]([NH:99][C:100]2[CH:105]=[C:104]([F:106])[CH:103]=[C:102]([C:31]3[C:32]4[CH:39]=[C:38]([C:40]5[CH2:41][CH2:42][O:43][CH2:44][CH:45]=5)[NH:37][C:33]=4[N:34]=[CH:35][N:36]=3)[C:101]=2[CH3:116])=[O:98])=[CH:95][CH:94]=1)([CH3:92])([CH3:90])[CH3:91]. Procedure details: Example 49 was prepared analogue to Intermediate 6 by replacing Intermediate 3 with Intermediate 11 and Intermediate 5 with Intermediate 38. Starting materials: ClC1=CC(=C(C(=O)NC2CNCCN3C2=NC(=CC3=O)C3=NC=NC=C3)C=C1)OC ((+/−)-4-chloro-2-methoxy-N-(4-oxo-2-pyrimidin-4-yl-4,5,6,7,8,9-hexahydro-1,4a,7-triaza-benzocyclohepten-9-yl)-benzamide), C=O (paraformaldehyde), C(C)(=O)O[BH-](OC(C)=O)OC(C)=O.[Na+] (sodium triacetoxyborohydride), Cl (hydrochloric acid), C=O (paraformaldehyde), C(C)(=O)O[BH-](OC(C)=O)OC(C)=O.[Na+] (sodium triacetoxyborohydride). Solvent: C(C)(=O)O (acetic acid), CO (methanol). Conditions: time 12 hour. Yields the product Cl.ClC1=CC(=C(C(=O)NC2CN(CCN3C2=NC(=CC3=O)C3=NC=NC=C3)C)C=C1)OC ((+/−)-4-Chloro-2-methoxy-N-(7-methyl-4-oxo-2-pyrimidin-4-yl-4,5,6,7,8,9-hexahydro-1,4a,7-triaza-benzocyclohepten-9-yl)-benzamide hydrochloride). Isolated yield 162.9%. RXN SMILES: [Cl:1][C:2]1[CH:28]=[CH:27][C:5]([C:6]([NH:8][CH:9]2[C:15]3=[N:16][C:17]([C:21]4[CH:26]=[CH:25][N:24]=[CH:23][N:22]=4)=[CH:18][C:19](=[O:20])[N:14]3[CH2:13][CH2:12][NH:11][CH2:10]2)=[O:7])=[C:4]([O:29][CH3:30])[CH:3]=1.C=O.[C:33](O[BH-](OC(=O)C)OC(=O)C)(=O)C.[Na+].Cl>CO.C(O)(=O)C>[ClH:1].[Cl:1][C:2]1[CH:28]=[CH:27][C:5]([C:6]([NH:8][CH:9]2[C:15]3=[N:16][C:17]([C:21]4[CH:26]=[CH:25][N:24]=[CH:23][N:22]=4)=[CH:18][C:19](=[O:20])[N:14]3[CH2:13][CH2:12][N:11]([CH3:33])[CH2:10]2)=[O:7])=[C:4]([O:29][CH3:30])[CH:3]=1 |f:2.3,7.8|. Procedure details: To a solution of 0.040 g (0.09 mmol) of (+/−)-4-chloro-2-methoxy-N-(4-oxo-2-pyrimidin-4-yl-4,5,6,7,8,9-hexahydro-1,4a,7-triaza-benzocyclohepten-9-yl)-benzamide in 1.9 ml of methanol was added 0.003 g (0.04 mmol) of paraformaldehyde, 0.022 g (0.10 mmol) of sodium triacetoxyborohydride and 40 μL (0.20 mmol) of hydrochloric acid (5-6N in isopropanol). The reaction mixture was stirred at room temperature for 12 hours. To the resulting mixture was added 0.006 g (0.07 mmol) of paraformaldehyde 0.042 g... Reactants: CCCNC(=O)Nc1ccc(Oc2ccnc3cc(OCCCBr)c(OC)cc23)cc1Cl, O=C([O-])[O-], CN(C)C=O, [K+], [K+], O, OCCNCCO. Yields the product CCCNC(=O)Nc1ccc(Oc2ccnc3cc(OCCCN(CCO)CCO)c(OC)cc23)cc1Cl. RXN SMILES: [Br:1][CH2:2][CH2:3][CH2:4][O:5][c:6]1[c:7]([O:31][CH3:32])[cH:8][c:9]2[c:10]([O:16][c:17]3[cH:18][c:19]([Cl:30])[c:20]([NH:23][C:24](=[O:25])[NH:26][CH2:27][CH2:28][CH3:29])[cH:21][cH:22]3)[cH:11][cH:12][n:13][c:14]2[cH:15]1.[C:33](=[O:34])([O-:35])[O-:36].[CH3:47][N:48]([CH3:49])[CH:50]=[O:51].[K+:37].[K+:38].[OH2:46].[OH:39][CH2:40][CH2:41][NH:42][CH2:43][CH2:44][OH:45]>>[CH2:2]([CH2:3][CH2:4][O:5][c:6]1[c:7]([O:31][CH3:32])[cH:8][c:9]2[c:10]([O:16][c:17]3[cH:18][c:19]([Cl:30])[c:20]([NH:23][C:24](=[O:25])[NH:26][CH2:27][CH2:28][CH3:29])[cH:21][cH:22]3)[cH:11][cH:12][n:13][c:14]2[cH:15]1)[N:42]([CH2:41][CH2:40][OH:39])[CH2:43][CH2:44][OH:45]. Starting materials: C1CCNC1, CS(=O)(=O)c1ccc(F)c2ccccc12. Product: CS(=O)(=O)c1ccc(N2CCCC2)c2ccccc12. RXN SMILES: [CH2:16]1[CH2:17][CH2:18][NH:19][CH2:20]1.[F:1][c:2]1[cH:3][cH:4][c:5]([S:12](=[O:13])(=[O:14])[CH3:15])[c:6]2[cH:7][cH:8][cH:9][cH:10][c:11]12>>[c:2]1([N:19]2[CH2:18][CH2:17][CH2:16][CH2:20]2)[cH:3][cH:4][c:5]([S:12](=[O:13])(=[O:14])[CH3:15])[c:6]2[cH:7][cH:8][cH:9][cH:10][c:11]12.